The task is: describe an organic reaction: reactants, conditions, products, and yield. This data is from the Open Reaction Database (ORD), a public repository of structured organic reaction records. Reactants: CC1=NN(C(=C1)C)CC1=CC=C(OCC=2N=C(OC2C)C2=CC=CC=C2)C=C1 (4-[4-(3,5-dimethyl-1H-pyrazol-1-ylmethyl)phenoxymethyl]-5-methyl-2-phenyloxazole), P(=O)(Cl)(Cl)Cl (phosphorus oxychloride), CN(C=O)C (N,N-dimethylformamide). Solvent: O (water). Run at time 5 day. Product: CC1=NN(C(=C1C=O)C)CC1=CC=C(C=C1)OCC=1N=C(OC1C)C1=CC=CC=C1 (3,5-dimethyl-1-[4-(5-methyl-2-phenyl-4-oxazolylmethoxy)benzyl]-1H-pyrazole-4-carbaldehyde). Yield: 55.0%. As a reaction SMILES: [CH3:1][C:2]1[CH:6]=[C:5]([CH3:7])[N:4]([CH2:8][C:9]2[CH:28]=[CH:27][C:12]([O:13][CH2:14][C:15]3[N:16]=[C:17]([C:21]4[CH:26]=[CH:25][CH:24]=[CH:23][CH:22]=4)[O:18][C:19]=3[CH3:20])=[CH:11][CH:10]=2)[N:3]=1.P(Cl)(Cl)(Cl)=O.CN(C)[CH:36]=[O:37]>O>[CH3:1][C:2]1[C:6]([CH:36]=[O:37])=[C:5]([CH3:7])[N:4]([CH2:8][C:9]2[CH:28]=[CH:27][C:12]([O:13][CH2:14][C:15]3[N:16]=[C:17]([C:21]4[CH:26]=[CH:25][CH:24]=[CH:23][CH:22]=4)[O:18][C:19]=3[CH3:20])=[CH:11][CH:10]=2)[N:3]=1. Procedure: A mixture of 4-[4-(3,5-dimethyl-1H-pyrazol-1-ylmethyl)phenoxymethyl]-5-methyl-2-phenyloxazole (1.62 g), phosphorus oxychloride (1.00 g), and N,N-dimethylformamide (20 ml) was stirred for 5 days at room temperature. The reaction mixture was poured into water, which was extracted with ethyl acetate. The ethyl acetate layer was washed with saturated aqueous sodium bicarbonate and with saturated aqueous sodium chloride solution, then dried (MgSO4), and concentrated. The residue was subjected to sili... Starting materials: ClC1=CC=C(C=C1)C=1N=C2SC3=C(N2C1)C=CC=C3 (2-(p-chlorophenyl)imidazo[2,1-b]benzothiazole), ice water, [N+](=O)(O)[O-] (nitric acid). The product is ClC1=CC=C(C=C1)C=1N=C2SC3=C(N2C1[N+](=O)[O-])C=CC=C3 (2-(p-chlorophenyl)-3-nitroimidazo[2,1-b]benzothiazole). As a reaction SMILES: [Cl:1][C:2]1[CH:7]=[CH:6][C:5]([C:8]2[N:9]=[C:10]3[N:14]([CH:15]=2)[C:13]2[CH:16]=[CH:17][CH:18]=[CH:19][C:12]=2[S:11]3)=[CH:4][CH:3]=1.[N+:20]([O-])([OH:22])=[O:21]>>[Cl:1][C:2]1[CH:3]=[CH:4][C:5]([C:8]2[N:9]=[C:10]3[N:14]([C:15]=2[N+:20]([O-:22])=[O:21])[C:13]2[CH:16]=[CH:17][CH:18]=[CH:19][C:12]=2[S:11]3)=[CH:6][CH:7]=1. Procedure: After cooling 30 ml of fuming nitric acid to -35° to -45° C., 3 g of 2-(p-chlorophenyl)imidazo[2,1-b]benzothiazole was gradually added thereto. The reaction mixture was poured into ice water and the crystals which formed were recovered by filtration and recrystallized from acetic acid to provide 2.2 g of 2-(p-chlorophenyl)-3-nitroimidazo[2,1-b]benzothiazole.